This data is from the Open Reaction Database (ORD), a public repository of structured organic reaction records. The task is: describe an organic reaction: reactants, conditions, products, and yield The reactants are C(C1=CC=CC=C1)OC(CO)CO (2-(benzyloxy)-1,3-propanediol), [H-].[Na+] (sodium hydride), C(CCCCCCCCCCCCCCC)I (hexadecyl iodide). Solvent: CN(C=O)C (dimethylformamide). Reaction conditions: temperature 0 celsius, time 40 minute. Yields the product C(CCCCCCCCCCCCCCC)OCC(CO)OCC1=CC=CC=C1 (3-(Hexadecyloxy)-2-(benzyloxy)-1-propanol). Isolated yield 26.2%. RXN SMILES: [H-].[Na+].[CH2:3]([O:10][CH:11]([CH2:14][OH:15])[CH2:12][OH:13])[C:4]1[CH:9]=[CH:8][CH:7]=[CH:6][CH:5]=1.[CH2:16](I)[CH2:17][CH2:18][CH2:19][CH2:20][CH2:21][CH2:22][CH2:23][CH2:24][CH2:25][CH2:26][CH2:27][CH2:28][CH2:29][CH2:30][CH3:31]>CN(C)C=O>[CH2:31]([O:15][CH2:14][CH:11]([O:10][CH2:3][C:4]1[CH:9]=[CH:8][CH:7]=[CH:6][CH:5]=1)[CH2:12][OH:13])[CH2:30][CH2:29][CH2:28][CH2:27][CH2:26][CH2:25][CH2:24][CH2:23][CH2:22][CH2:21][CH2:20][CH2:19][CH2:18][CH2:17][CH3:16] |f:0.1|. Procedure details: To a suspension of about 14.26 g of washed about 50% sodium hydride in about 500 ml of dimethylformamide was added about 49.2 g of 2-(benzyloxy)-1,3-propanediol over about 20 minutes. The mixture was stirred for about 40 minutes, then cooled to about 0° C. and about 95.13 g of hexadecyl iodide were added. After standing about 10 minutes, the mixture was stirred at room temperature for about 3 hours, then filtered through celite and diluted with about 1000 ml of water. This mixture was extracted ... Reactants: C(#N)C=1C=C(OC=2C(=C(C=CC2OC)CC(=O)O)F)C=C(C1)C#N ([3-(3,5-Dicyano-phenoxy)-2-fluoro-4-methoxy-phenyl]-acetic acid), C(#N)C=1C=C(OC=2C(=C(C=CC2OC)CC(=O)O)F)C=C(C1)C(F)F ([3-(3-cyano-5-difluoromethyl-phenoxy)-2-fluoro-4-methoxy-phenyl]-acetic acid), CN1C2CCC1C(C(C2)OC(C3=CC=C(C=C3)F)C4=CC=C(C=C4)F)C(=O)OC (R-10), ClC=1C=C(C#N)C=C(C1)O (3-chloro-5-hydroxy-benzonitrile). Yields the product ClC=1C=C(OC=2C(=C(C=CC2OC)CC(=O)O)F)C=C(C1)C#N ([3-(3-Chloro-5-cyano-phenoxy)-2-fluoro-4-methoxy-phenyl]-acetic acid). Reaction SMILES: [C:1]([C:3]1[CH:4]=[C:5]([CH:20]=[C:21](C#N)[CH:22]=1)[O:6][C:7]1[C:8]([F:19])=[C:9]([CH2:15][C:16]([OH:18])=[O:17])[CH:10]=[CH:11][C:12]=1[O:13][CH3:14])#[N:2].C(C1C=C(C=C(C(F)F)C=1)OC1C(F)=C(CC(O)=O)C=CC=1OC)#N.CN1C2C(C(OC)=O)C(OC(C3C=CC(F)=CC=3)C3C=CC(F)=CC=3)CC1CC2.[Cl:79]C1C=C(C=C(O)C=1)C#N>>[Cl:79][C:21]1[CH:20]=[C:5]([CH:4]=[C:3]([C:1]#[N:2])[CH:22]=1)[O:6][C:7]1[C:8]([F:19])=[C:9]([CH2:15][C:16]([OH:18])=[O:17])[CH:10]=[CH:11][C:12]=1[O:13][CH3:14]. Reported procedure: [3-(3,5-Dicyano-phenoxy)-2-fluoro-4-methoxy-phenyl]-acetic acid (R-45) and [3-(3-cyano-5-difluoromethyl-phenoxy)-2-fluoro-4-methoxy-phenyl]-acetic acid (R-46) can be prepared similarly except R-10 and R-26 respectively are used in place of 3-chloro-5-hydroxy-benzonitrile. Starting materials: ClC1=C(C(=CC(=C1)Cl)Cl)NN (2,4,6-trichlorophenylhydrazine), C(#N)C(=C(C#N)C#N)C#N (tetracyanoethylene). Run in C(C)O (ethanol). Product: NC1=C(C(=NN1C1=C(C=C(C=C1Cl)Cl)Cl)C#N)C#N (5-amino-3,4-dicyano-1-(2,4,6-trichlorophenyl)pyrazole). Isolated yield 41.7%. RXN SMILES: [Cl:1][C:2]1[CH:7]=[C:6]([Cl:8])[CH:5]=[C:4]([Cl:9])[C:3]=1[NH:10][NH2:11].[C:12]([C:14](C#N)=[C:15]([C:18]#[N:19])[C:16]#[N:17])#[N:13]>C(O)C>[NH2:19][C:18]1[N:10]([C:3]2[C:2]([Cl:1])=[CH:7][C:6]([Cl:8])=[CH:5][C:4]=2[Cl:9])[N:11]=[C:14]([C:12]#[N:13])[C:15]=1[C:16]#[N:17]. Procedure details: A mixture of 2,4,6-trichlorophenylhydrazine (21.1 g) and tetracyanoethylene (13.3 g) in ethanol (100 ml) was heated at reflux for 15 minutes. The reaction mixture was cooled and the solid precipitate was filtered off and washed with diethyl ether to give 5-amino-3,4-dicyano-1-(2,4,6-trichlorophenyl)pyrazole (13 g), as a buff colored solid, m.p. 267°-271° C.